This data is from the Open Reaction Database (ORD), a public repository of structured organic reaction records. The task is: describe an organic reaction: reactants, conditions, products, and yield Reported procedure: Equimolar amounts of 4-nitrobenzil and 4-phenoxyphenol are reacted in the presence of potassium t-butoxide under conditions described in Example 56 paragraph (d) to form 4-(phenoxyphenoxy)benzil. A polyquinoxaline terminated by aromatic groups which are susceptible to aromatic electrophilic substitution is synthesized by the reaction of p-BOB from Example 56, -(phenoxyphenoxy)benzil and 3,3',4,4'-tetraaminobiphenyl in m-cresol The resulting polyquinoxaline polymer is isolated. Reactants: [N+](=O)([O-])C1=CC=C(C=C1)C(=O)C(=O)C1=CC=CC=C1 (4-nitrobenzil), O(C1=CC=CC=C1)C1=CC=C(C=C1)O (4-phenoxyphenol), CC(C)([O-])C.[K+] (potassium t-butoxide), ( d ). Product: O(C1=CC=CC=C1)C1=C(OC2=CC=C(C=C2)C(=O)C(=O)C2=CC=CC=C2)C=CC=C1 (4-(phenoxyphenoxy)benzil). As a reaction SMILES: [N+]([C:4]1[CH:9]=[CH:8][C:7]([C:10]([C:12]([C:14]2[CH:19]=[CH:18][CH:17]=[CH:16][CH:15]=2)=[O:13])=[O:11])=[CH:6][CH:5]=1)([O-])=O.[O:20]([C:27]1[CH:32]=[CH:31][C:30](O)=[CH:29][CH:28]=1)[C:21]1[CH:26]=[CH:25][CH:24]=[CH:23][CH:22]=1.CC(C)([O-:37])C.[K+]>>[O:20]([C:27]1[CH:32]=[CH:31][CH:30]=[CH:29][C:28]=1[O:37][C:4]1[CH:9]=[CH:8][C:7]([C:10]([C:12]([C:14]2[CH:19]=[CH:18][CH:17]=[CH:16][CH:15]=2)=[O:13])=[O:11])=[CH:6][CH:5]=1)[C:21]1[CH:26]=[CH:25][CH:24]=[CH:23][CH:22]=1 |f:2.3|. Conditions: time 20 minute. Procedure details: N-(2,3-Dihydro-1,4-benzodioxin-6-yl)-4-methylbenzenecarboxamidine To a solution of 0.605 g (4.0 mmol) of 1,4-benzodioxan-6-amine in 5 mL of tetrahydrofuran at ambient temperature was added 2.2 ml (4.4 mmol) of 2.0 M (in tetrahydrofuran) sodium bis(trimethylsilyl)amide and the resulting solution was stirred for 20 min. To this reaction mixture was slowly added a solution of 0.47 g (4.0 mmol) of p-tolunitrile in 2 mL of tetrahydrofuran. The resulting mixture was stirred at ambient temperature for ... Product: O1CCOC2=C1C=CC(=C2)N2C(=NC(=C2)C(=O)O)C2=CC=C(C=C2)C (1-(2,3-Dihydro-1,4-benzodioxin-6-yl)-2-(4-methylphenyl)-1H-imidazole-4-carboxylic acid). As a reaction SMILES: [O:1]1[C:6]2[CH:7]=[CH:8][C:9]([NH:11][C:12]([C:14]3[CH:19]=[CH:18][C:17]([CH3:20])=[CH:16][CH:15]=3)=[NH:13])=[CH:10][C:5]=2[O:4][CH2:3][CH2:2]1.[O:21]1[C:26]2C=CC(N)=[CH:30][C:25]=2OCC1.C[Si]([N-][Si](C)(C)C)(C)C.[Na+].C1(C)C=CC(C#N)=CC=1.[O:51]1CCCC1>[Cl-].[Na+].O.ClCCl>[O:1]1[C:6]2[CH:7]=[CH:8][C:9]([N:11]3[CH:30]=[C:25]([C:26]([OH:51])=[O:21])[N:13]=[C:12]3[C:14]3[CH:15]=[CH:16][C:17]([CH3:20])=[CH:18][CH:19]=3)=[CH:10][C:5]=2[O:4][CH2:3][CH2:2]1 |f:2.3,6.7.8|. The reactants are C1(=CC=C(C=C1)C#N)C (p-tolunitrile), O1CCCC1 (tetrahydrofuran), O1CCOC2=C1C=CC(=C2)NC(=N)C2=CC=C(C=C2)C (N-(2,3-Dihydro-1,4-benzodioxin-6-yl)-4-methylbenzenecarboxamidine), O1CCOC2=C1C=CC(=C2)N (1,4-benzodioxan-6-amine), C[Si](C)(C)[N-][Si](C)(C)C.[Na+] (sodium bis(trimethylsilyl)amide), O1CCCC1 (tetrahydrofuran). Solvent: [Cl-].[Na+].O (brine), ClCCl (dichloromethane). Reactants: C(C)(C)(C)OC(=O)N[C@@H]1CN(CC1)C(=O)OCC1=CC=CC=C1 ((S)-benzyl 3-(tert-butoxycarbonylamino)pyrrolidine-1-carboxylate), FC(S(=O)(=O)OCCCF)(F)F (3-fluoropropyl trifluoromethanesulfonate), [H-].[Na+] (sodium hydride), oil. Run in O (water), C(Cl)Cl (methylene chloride), O1CCCC1 (tetrahydrofuran). Run at time 30 minute. Product: C(C)(C)(C)OC(=O)N([C@@H]1CN(CC1)C(=O)OCC1=CC=CC=C1)CCCF ((S)-benzyl 3-(tert-butoxycarbonyl(3-fluoropropyl)amino)pyrrolidine-1-carboxylate). RXN SMILES: [C:1]([O:5][C:6]([NH:8][C@H:9]1[CH2:13][CH2:12][N:11]([C:14]([O:16][CH2:17][C:18]2[CH:23]=[CH:22][CH:21]=[CH:20][CH:19]=2)=[O:15])[CH2:10]1)=[O:7])([CH3:4])([CH3:3])[CH3:2].FC(F)(F)S(O[CH2:30][CH2:31][CH2:32][F:33])(=O)=O.[H-].[Na+]>O1CCCC1.O.C(Cl)Cl>[C:1]([O:5][C:6]([N:8]([CH2:30][CH2:31][CH2:32][F:33])[C@H:9]1[CH2:13][CH2:12][N:11]([C:14]([O:16][CH2:17][C:18]2[CH:23]=[CH:22][CH:21]=[CH:20][CH:19]=2)=[O:15])[CH2:10]1)=[O:7])([CH3:4])([CH3:2])[CH3:3] |f:2.3|. Procedure: To a mixture of (S)-benzyl 3-(tert-butoxycarbonylamino)pyrrolidine-1-carboxylate (400 mg, 1.2 mmol) and 3-fluoropropyl trifluoromethanesulfonate (433 mg, 2.1 mmol) in tetrahydrofuran (10 mL) was added sodium hydride as 60% dispersion in mineral oil (146 mg, 3.6 mmol). The reaction mixture was stirred at ambient temperature for 30 minutes and then diluted with water (20 mL) and methylene chloride (50 mL). The organic layer was separated, dried over sodium sulfate, filtered, concentrated in vacuo,... Reactants: CC#N, CC(C)I, [K+], [K+], O=[N+]([O-])c1ccc(C2CCNCC2)cc1, O=C([O-])[O-]. Yields the product CC(C)N1CCC(c2ccc([N+](=O)[O-])cc2)CC1. RXN SMILES: [CH3:26][C:27]#[N:28].[I:22][CH:23]([CH3:24])[CH3:25].[K+:16].[K+:17].[N+:1](=[O:2])([O-:3])[c:4]1[cH:5][cH:6][c:7]([CH:10]2[CH2:11][CH2:12][NH:13][CH2:14][CH2:15]2)[cH:8][cH:9]1.[O-:18][C:19]([O-:20])=[O:21]>>[N+:1](=[O:2])([O-:3])[c:4]1[cH:5][cH:6][c:7]([CH:10]2[CH2:11][CH2:12][N:13]([CH:23]([CH3:24])[CH3:25])[CH2:14][CH2:15]2)[cH:8][cH:9]1. The reactants are Cc1ccccc1C(=CCBr)c1ccccc1C, [Li]CCCC, O, OCCO. The product is Cc1ccccc1C(=CCOCCO)c1ccccc1C. Reaction SMILES: [Br:10][CH2:11][CH:12]=[C:13]([c:14]1[c:15]([CH3:20])[cH:16][cH:17][cH:18][cH:19]1)[c:21]1[c:22]([CH3:27])[cH:23][cH:24][cH:25][cH:26]1.[CH2:1]([Li:2])[CH2:3][CH2:4][CH3:5].[OH2:28].[OH:6][CH2:7][CH2:8][OH:9]>>[O:6]([CH2:7][CH2:8][OH:9])[CH2:11][CH:12]=[C:13]([c:14]1[c:15]([CH3:20])[cH:16][cH:17][cH:18][cH:19]1)[c:21]1[c:22]([CH3:27])[cH:23][cH:24][cH:25][cH:26]1. Reactants: CCN(C(C)C)C(C)C (DIEA), C(C)(C)(C)O[C@@](C(=O)O)(CC1=CC=C(C=C1)OC)N=C=O ((R)-2-tert-butoxy-carbonylamino-3-(4-methoxyphenyl)propionic acid), CN(C)C=O (DMF), C(CCl)Cl (EDC), C=1C=CC2=C(C1)N=NN2O (HOBt), FC(C(=O)O)(F)F.C(CCCC)OC1(CNC1)C1=CC=CC=C1 (3-pentoxy-3-phenylazetidine trifluoro-acetate), CN(C)C=O (DMF). Reaction conditions: time 2 hour. The product is C(C)(C)(C)OC(N[C@@H](C(N1CC(C1)(C1=C(C=CC=C1)C)OCCCCC)=O)CC1=CC=C(C=C1)OC)=O (tert-butyl[(R)-1-(4-methoxybenzyl)-2-oxo-2-(3-pentyloxy-3-o-tolylazetidin-1-yl)ethyl]carbamate). The yield is 56.0%. As a reaction SMILES: C(O[C@:6]([N:19]=[C:20]=[O:21])([CH2:10][C:11]1[CH:16]=[CH:15][C:14]([O:17][CH3:18])=[CH:13][CH:12]=1)[C:7]([OH:9])=O)(C)(C)C.[CH2:22](Cl)[CH2:23]Cl.[CH:26]1[CH:27]=[CH:28][C:29]2N(O)N=N[C:30]=2[CH:31]=1.F[C:37](F)(F)[C:38]([OH:40])=O.C([O:48][C:49]1([C:53]2C=CC=CC=2)[CH2:52]N[CH2:50]1)CCCC.CCN([CH:65]([CH3:67])[CH3:66])C(C)C.C[N:69]([CH:71]=O)[CH3:70]>>[C:49]([O:48][C:20](=[O:21])[NH:19][C@H:6]([CH2:10][C:11]1[CH:12]=[CH:13][C:14]([O:17][CH3:18])=[CH:15][CH:16]=1)[C:7](=[O:9])[N:69]1[CH2:70][C:38]([O:40][CH2:67][CH2:65][CH2:66][CH2:22][CH3:23])([C:37]2[CH:31]=[CH:30][CH:29]=[CH:28][C:27]=2[CH3:26])[CH2:71]1)([CH3:53])([CH3:52])[CH3:50] |f:3.4|. Procedure: 2.93 g (9.93 mmol) of (R)-2-tert-butoxy-carbonylamino-3-(4-methoxyphenyl)propionic acid are dissolved in 10 ml of DMF. 2.08 g (10.9 mmol) of EDC, 1.47 g (10.9 mmol) of HOBt and a solution of 3.45 g (9.93 mmol) of 3-pentoxy-3-phenylazetidine trifluoro-acetate in 15 ml of DMF are then added. 7 ml (40.2 mmol) of DIEA are added. The reaction medium is stirred at ambient temperature for 2 h 30 and then extracted with ethyl acetate. The organic phase is washed with 1N sodium hydroxide and then dried o... The reactants are C1(CC1)CN1C(N(C(C=C1NN)=O)C)=O (1-(cyclopropylmethyl)-6-hydrazino-3-methylpyrimidine-2,4(1H,3H)-dione), ClC=1C=C2C(=CNC2=CC1)C=O (5-chloro-1H-indole-3-carbaldehyde), C(C)(=O)C=1C=C(N(C1)C)C=O (4-acetyl-1-methyl-1H-pyrrole-2-carbaldehyde). The product is C(C)(=O)C=1C=C(N(C1)C)C=1N(N=C2N(C(N(C(C21)=O)C)=O)CC2CC2)CC2=CNC1=CC=C(C=C21)Cl (3-(4-acetyl-1-methyl-1H-pyrrol-2-yl)-2-[(5-chloro-1H-indol-3-yl)methyl]-7-(cyclopropylmethyl)-5-methyl-2H-pyrazolo[3,4-d]pyrimidine-4,6(5H,7H)-dione). As a reaction SMILES: [CH:1]1([CH2:4][N:5]2[C:10]([NH:11][NH2:12])=[CH:9][C:8](=[O:13])[N:7]([CH3:14])[C:6]2=[O:15])[CH2:3][CH2:2]1.[Cl:16][C:17]1[CH:18]=[C:19]2[C:23](=[CH:24][CH:25]=1)[NH:22][CH:21]=[C:20]2[CH:26]=O.[C:28]([C:31]1[CH:32]=[C:33]([CH:37]=O)[N:34]([CH3:36])[CH:35]=1)(=[O:30])[CH3:29]>>[C:28]([C:31]1[CH:32]=[C:33]([C:37]2[N:12]([CH2:26][C:20]3[C:19]4[C:23](=[CH:24][CH:25]=[C:17]([Cl:16])[CH:18]=4)[NH:22][CH:21]=3)[N:11]=[C:10]3[C:9]=2[C:8](=[O:13])[N:7]([CH3:14])[C:6](=[O:15])[N:5]3[CH2:4][CH:1]2[CH2:2][CH2:3]2)[N:34]([CH3:36])[CH:35]=1)(=[O:30])[CH3:29]. Reported procedure: This compound was made following the procedure described above, starting with 1-(cyclopropylmethyl)-6-hydrazino-3-methylpyrimidine-2,4(1H,3H)-dione, and condensing first with 5-chloro-1H-indole-3-carbaldehyde, followed by 4-acetyl-1-methyl-1H-pyrrole-2-carbaldehyde. Mass: 505.12 (M+H). The reactants are COC(=O)Cc1ccccc1OCc1ccc(N(Cc2nc(-c3ccccc3)oc2C)C(=O)OC(C)(C)C)cc1, CO, Cl, [Na+], C1CCOC1, [OH-], O. Yields the product Cc1oc(-c2ccccc2)nc1CN(C(=O)OC(C)(C)C)c1ccc(COc2ccccc2CC(=O)O)cc1. Reaction SMILES: [C:1]([CH3:2])([CH3:3])([CH3:4])[O:5][C:6](=[O:7])[N:8]([c:9]1[cH:10][cH:11][c:12]([CH2:13][O:14][c:15]2[c:16]([CH2:21][C:22](=[O:23])[O:24][CH3:25])[cH:17][cH:18][cH:19][cH:20]2)[cH:26][cH:27]1)[CH2:28][c:29]1[n:30][c:31](-[c:35]2[cH:36][cH:37][cH:38][cH:39][cH:40]2)[o:32][c:33]1[CH3:34].[CH3:50][OH:51].[ClH:48].[Na+:47].[O:41]1[CH2:42][CH2:43][CH2:44][CH2:45]1.[OH-:46].[OH2:49]>>[C:1]([CH3:2])([CH3:3])([CH3:4])[O:5][C:6](=[O:7])[N:8]([c:9]1[cH:10][cH:11][c:12]([CH2:13][O:14][c:15]2[c:16]([CH2:21][C:22](=[O:23])[OH:24])[cH:17][cH:18][cH:19][cH:20]2)[cH:26][cH:27]1)[CH2:28][c:29]1[n:30][c:31](-[c:35]2[cH:36][cH:37][cH:38][cH:39][cH:40]2)[o:32][c:33]1[CH3:34]. The reactants are O=C([O-])[O-], COC(=O)c1cccc(C(=O)O)c1, Cc1ccccc1, NC1CC1, ClCCl, [Na+], [Na+], CN(C)C=O, O=S(Cl)Cl. Yields the product COC(=O)c1cccc(C(=O)NC2CC2)c1. Reaction SMILES: [C:18](=[O:19])([O-:20])[O-:21].[CH3:1][O:2][C:3]([c:4]1[cH:5][c:6]([C:7](=[O:8])[OH:9])[cH:10][cH:11][cH:12]1)=[O:13].[CH3:36][c:37]1[cH:38][cH:39][cH:40][cH:41][cH:42]1.[CH:24]1([NH2:27])[CH2:25][CH2:26]1.[Cl:28][CH2:29][Cl:30].[Na+:22].[Na+:23].[O:31]=[CH:32][N:33]([CH3:34])[CH3:35].[S:14]([Cl:15])([Cl:16])=[O:17]>>[CH3:1][O:2][C:3]([c:4]1[cH:5][c:6]([C:7](=[O:9])[NH:27][CH:24]2[CH2:25][CH2:26]2)[cH:10][cH:11][cH:12]1)=[O:13]. Reactants: C=C1CCC2C3CCc4cc(O)ccc4C3CCC12C, CC(=O)OC(C)=O, CCOC(C)=O, c1ccncc1. Yields the product C=C1CCC2C3CCc4cc(OC(C)=O)ccc4C3CCC12C. RXN SMILES: [CH2:1]=[C:2]1[C:3]2([CH3:4])[CH:5]([CH2:6][CH2:7]1)[CH:8]1[CH2:9][CH2:10][c:11]3[cH:12][c:13]([OH:20])[cH:14][cH:15][c:16]3[CH:17]1[CH2:18][CH2:19]2.[CH3:27][C:28](=[O:29])[O:30][C:31](=[O:32])[CH3:33].[CH3:34][CH2:35][O:36][C:37](=[O:38])[CH3:39].[cH:21]1[cH:22][cH:23][n:24][cH:25][cH:26]1>>[CH2:1]=[C:2]1[C:3]2([CH3:4])[CH:5]([CH2:6][CH2:7]1)[CH:8]1[CH2:9][CH2:10][c:11]3[cH:12][c:13]([O:20][C:28]([CH3:27])=[O:29])[cH:14][cH:15][c:16]3[CH:17]1[CH2:18][CH2:19]2.